Dataset: the Open Reaction Database (ORD), a public repository of structured organic reaction records. Task: describe an organic reaction: reactants, conditions, products, and yield Reactants: B, CCOc1cc(C=O)cc(OCC)c1, CO, CC(N)C(O)c1ccc(O)c(NS(C)(=O)=O)c1, O, c1ccncc1. Product: CCOc1cc(CNC(C)C(O)c2ccc(O)c(NS(C)(=O)=O)c2)cc(OCC)c1. Reaction SMILES: [BH3:38].[CH2:18]([CH3:19])[O:20][c:21]1[cH:22][c:23]([CH:24]=[O:25])[cH:26][c:27]([O:29][CH2:30][CH3:31])[cH:28]1.[CH3:40][OH:41].[NH2:1][CH:2]([CH:3]([OH:4])[c:5]1[cH:6][cH:7][c:8]([OH:16])[c:9]([NH:11][S:12](=[O:13])(=[O:14])[CH3:15])[cH:10]1)[CH3:17].[OH2:39].[n:32]1[cH:33][cH:34][cH:35][cH:36][cH:37]1>>[NH:1]([CH:2]([CH:3]([OH:4])[c:5]1[cH:6][cH:7][c:8]([OH:16])[c:9]([NH:11][S:12](=[O:13])(=[O:14])[CH3:15])[cH:10]1)[CH3:17])[CH2:24][c:23]1[cH:22][c:21]([O:20][CH2:18][CH3:19])[cH:28][c:27]([O:29][CH2:30][CH3:31])[cH:26]1. The reactants are O (water), COCCCBr (3-methoxypropyl bromide), C([O-])([O-])=O.[Cs+].[Cs+] (cesium carbonate), C(C)(C)(C)OC(=O)N1C(CN(C(C1)=O)C1=C(C=CC=C1)O)(C)C (4-(2-Hydroxyphenyl)-2,2-dimethyl-5-oxopiperazine-1-carboxylic acid t-butyl ester). Run in CN(C=O)C (N,N-dimethylformamide). Reaction conditions: temperature 100 celsius, time 4 hour. Yields the product C(C)(C)(C)OC(=O)N1C(CN(C(C1)=O)C1=C(C=CC=C1)OCCCOC)(C)C (4-[2-(3-Methoxypropoxy)phenyl]-2,2-dimethyl-5-oxopiperazine-1-carboxylic acid t-butyl ester). Yield: 70.2%. RXN SMILES: [CH3:1][O:2][CH2:3][CH2:4][CH2:5]Br.C(=O)([O-])[O-].[Cs+].[Cs+].[C:13]([O:17][C:18]([N:20]1[CH2:25][C:24](=[O:26])[N:23]([C:27]2[CH:32]=[CH:31][CH:30]=[CH:29][C:28]=2[OH:33])[CH2:22][C:21]1([CH3:35])[CH3:34])=[O:19])([CH3:16])([CH3:15])[CH3:14].O>CN(C)C=O>[C:13]([O:17][C:18]([N:20]1[CH2:25][C:24](=[O:26])[N:23]([C:27]2[CH:32]=[CH:31][CH:30]=[CH:29][C:28]=2[O:33][CH2:5][CH2:4][CH2:3][O:2][CH3:1])[CH2:22][C:21]1([CH3:35])[CH3:34])=[O:19])([CH3:16])([CH3:14])[CH3:15] |f:1.2.3|. Procedure details: 450 mg of 3-methoxypropyl bromide (2.94 mmol) and 958 mg of cesium carbonate (2.94 mmol) were added to a solution of 573 mg of 4-(2-hydroxyphenyl)-2,2-dimethyl-5-oxopiperazine-1-carboxylic acid t-butyl ester obtained in Example (10d) (1.96 mmol) in N,N-dimethylformamide (20 ml), and the mixture was stirred at 100° C. for four hours. The reaction mixture was cooled and then water was added, followed by extraction with ethyl acetate. Then, the organic layer was washed with brine and then dried ove...